The task is: describe an organic reaction: reactants, conditions, products, and yield. This data is from the Open Reaction Database (ORD), a public repository of structured organic reaction records. The reactants are O=C1NC2=C(C=CC=C2C1)S(=O)C1=CC=CC=C1 (2-oxo-7-phenylsulfinylindoline), [OH-].[Na+] (sodium hydroxide), O (water). Solvent: O1CCOCC1 (dioxane). Product: NC1=C(C=CC=C1S(=O)C1=CC=CC=C1)CC(=O)O (2-(2-amino-3-phenylsulfinylphenyl)acetic acid). Yield: 42.4%. Reaction SMILES: [O:1]=[C:2]1[CH2:10][C:9]2[C:4](=[C:5]([S:11]([C:13]3[CH:18]=[CH:17][CH:16]=[CH:15][CH:14]=3)=[O:12])[CH:6]=[CH:7][CH:8]=2)[NH:3]1.[OH-:19].[Na+].O>O1CCOCC1>[NH2:3][C:4]1[C:5]([S:11]([C:13]2[CH:18]=[CH:17][CH:16]=[CH:15][CH:14]=2)=[O:12])=[CH:6][CH:7]=[CH:8][C:9]=1[CH2:10][C:2]([OH:19])=[O:1] |f:1.2|. Reported procedure: A mixture of 2-oxo-7-phenylsulfinylindoline (4.3 g.), sodium hydroxide (1.2 g.), water (10 ml.) and dioxane (10 ml.) was refluxed for 6 hours with stirring. The reaction mixture was evaporated under reduced pressure, and the residue was dissolved in water and washed with diethyl ether. The aqueous solution was adjusted to pH 4 with 5% sulfuric acid and extracted with diethyl ether. The extract was washed with a saturated aqueous solution of sodium chloride twice, dried over magnesium sulfate and... Reactants: C(CC#C)C=1N=C2N(C=CC=C2)C1 (2-(but-3-ynyl)-imidazo[1,2-a]pyridine), BrC1=NC=C(C=C1)F (2-bromo-5-fluoropyridine). The reagents and catalysts are [Cu](I)I (copper iodide), Cl[Pd]([P](C1=CC=CC=C1)(C2=CC=CC=C2)C3=CC=CC=C3)([P](C4=CC=CC=C4)(C5=CC=CC=C5)C6=CC=CC=C6)Cl (Pd(PPh3)2Cl2). Solvent: C(C)N(CC)CC (triethylamine), C(C)N(CC)CC (triethylamine). Product: FC=1C=CC(=NC1)C#CCCC=1N=C2N(C=CC=C2)C1 (2-(4-(5-fluoropyridin-2-yl)but-3-ynyl)-imidazo[1,2-a]pyridine). Isolated yield 8.3%. RXN SMILES: Br[C:2]1[CH:7]=[CH:6][C:5]([F:8])=[CH:4][N:3]=1.[CH2:9]([C:13]1[N:14]=[C:15]2[CH:20]=[CH:19][CH:18]=[CH:17][N:16]2[CH:21]=1)[CH2:10][C:11]#[CH:12]>C(N(CC)CC)C.[Cu](I)I.Cl[Pd](Cl)([P](C1C=CC=CC=1)(C1C=CC=CC=1)C1C=CC=CC=1)[P](C1C=CC=CC=1)(C1C=CC=CC=1)C1C=CC=CC=1>[F:8][C:5]1[CH:6]=[CH:7][C:2]([C:12]#[C:11][CH2:10][CH2:9][C:13]2[N:14]=[C:15]3[CH:20]=[CH:19][CH:18]=[CH:17][N:16]3[CH:21]=2)=[N:3][CH:4]=1 |^1:34,53|. Procedure details: In a dry reaction tube containing in suspension copper iodide (6.5 mg, 0.03 mmol) and triethylamine (2.3 mL), were added 2-bromo-5-fluoropyridine (120 mg, 0.68 mmol) and Pd(PPh3)2Cl2 (39 mg, 0.03 mmol) under N2. A yellow suspension was obtained after 5 min of stirring at room temperature. A solution of 2-(but-3-ynyl)-imidazo[1,2-a]pyridine (120 mg, 0.68 mmol) in triethylamine (0.5 mL) was then added under N2. Immediately the color of the reaction turns to black. The mixture was stirred at room t...